describe an organic reaction: reactants, conditions, products, and yield From a dataset of the Open Reaction Database (ORD), a public repository of structured organic reaction records. The reactants are COC(\C=C\C1=C(C2=CC=C(C=C2C=C1)OC)C1=CC=C(C=C1)OC)=O ((E)-3-[6-methoxy-1-(4-methoxyphenyl)-2-naphthalenyl]-2-propenoic acid methyl ester), [OH-].[Na+] (sodium hydroxide). Solvent: CO (methanol). Yields the product COC=1C=C2C=CC(=C(C2=CC1)C1=CC=C(C=C1)OC)/C=C/C(=O)O ((E)-3-[6-methoxy-1-(4-methoxyphenyl)-2-naphthalenyl]-2-propenoic acid). Yield: 92.6%. Reaction SMILES: C[O:2][C:3](=[O:26])/[CH:4]=[CH:5]/[C:6]1[CH:15]=[CH:14][C:13]2[C:8](=[CH:9][CH:10]=[C:11]([O:16][CH3:17])[CH:12]=2)[C:7]=1[C:18]1[CH:23]=[CH:22][C:21]([O:24][CH3:25])=[CH:20][CH:19]=1.[OH-].[Na+]>CO>[CH3:17][O:16][C:11]1[CH:12]=[C:13]2[C:8](=[CH:9][CH:10]=1)[C:7]([C:18]1[CH:23]=[CH:22][C:21]([O:24][CH3:25])=[CH:20][CH:19]=1)=[C:6](/[CH:5]=[CH:4]/[C:3]([OH:26])=[O:2])[CH:15]=[CH:14]2 |f:1.2|. Reported procedure: As in Example 112, (E)-3-[6-methoxy-1-(4-methoxyphenyl)-2-naphthalenyl]-2-propenoic acid methyl ester (1.8 g) in methanol (10 mL) was heated at reflux with 1N sodium hydroxide solution (8 mL) for 1 hour. The usual work up provided 1.6 g of (E)-3-[6-methoxy-1-(4-methoxyphenyl)-2-naphthalenyl]-2-propenoic acid. Crystallization of a small portion from dichloromethane-ethyl acetate gave the analytical sample, mp 248°-249° C. Anal. Calcd for C21H18O4 : C, 75.43; H, 5.43 Found: C, 75.65; H, 5.70 Starting materials: BrC=1SC=C(N1)C (2-bromo-4-methylthiazole), C(CN)N (ethylenediamine), C([O-])([O-])=O.[K+].[K+] (potassium carbonate). Solvent: C(C)O (Ethanol). Reaction conditions: temperature 120 celsius. Product: CC=1N=C(SC1)NCCN (N′-(4-Methylthiazol-2-yl)ethane-1,2-diamine). As a reaction SMILES: Br[C:2]1[S:3][CH:4]=[C:5]([CH3:7])[N:6]=1.[CH2:8]([NH2:11])[CH2:9][NH2:10].C(=O)([O-])[O-].[K+].[K+]>C(O)C>[CH3:7][C:5]1[N:6]=[C:2]([NH:10][CH2:9][CH2:8][NH2:11])[S:3][CH:4]=1 |f:2.3.4|. Reported procedure: A mixture of 2-bromo-4-methylthiazole (502 mg, 2.82 mmol), ethylenediamine (15 mL, 224 mmol) and potassium carbonate (780 mg, 5.64 mmol) was heated under microwave heating at 120° C. for 30 min in a closed vial. Ethanol (200 mL) was added, the resulting mixture was filtered, the solids washed with EtOH and the combined filtrates concentrated under reduced pressure. The residue was mixed with toluene and concentrated under reduced pressure; this step was repeated two times after which 620 mg of a...